From a dataset of the Open Reaction Database (ORD), a public repository of structured organic reaction records. describe an organic reaction: reactants, conditions, products, and yield The reactants are CN(C1=C(C(=NC=N1)CO)C)C ((6-(dimethylamino)-5-methylpyrimidin-4-yl)methanol), S(=O)(Cl)Cl (thionyl chloride). The solvent is C(Cl)Cl (DCM). Conditions: time 4 hour. Yields the product ClCC1=C(C(=NC=N1)N(C)C)C (6-(Chloromethyl)-N,N,5-trimethylpyrimidin-4-amine). Reaction SMILES: [CH3:1][N:2]([CH3:12])[C:3]1[N:8]=[CH:7][N:6]=[C:5]([CH2:9]O)[C:4]=1[CH3:11].S(Cl)([Cl:15])=O>C(Cl)Cl>[Cl:15][CH2:9][C:5]1[N:6]=[CH:7][N:8]=[C:3]([N:2]([CH3:12])[CH3:1])[C:4]=1[CH3:11]. Reported procedure: To a solution of (6-(dimethylamino)-5-methylpyrimidin-4-yl)methanol (24) (0.1 g, 0.60 mmol) in DCM was added thionyl chloride (0.14 g, 1.1961 mmol). The reaction mixture was stirred for 4 h at RT. The solvent was removed under reduced pressure to afford 6-(Chloromethyl)-N,N,5-trimethylpyrimidin-4-amine (25) as a white solid; 0.1 g 90.9%). Starting materials: Cl.C(C)(=O)N1C2=C(N(C([C@H](C1)N)=O)C)C=CC=C2 ((S)-5-acetyl-3-amino-1-methyl-1,3,4,5-tetrahydro-benzo[b][1,4]diazepin-2-one hydrochloride), FC(C(=O)O)(C(=O)NCC(C(F)(F)F)(F)F)C (2-fluoro-2-methyl-N-(2,2,3,3,3-pentafluoro-propyl)-malonamic acid). Yields the product C(C)(=O)N1C2=C(N(C([C@H](C1)NC(C(C(=O)NCC(C(F)(F)F)(F)F)(C)F)=O)=O)C)C=CC=C2 ((2RS)-N-[(S)-5-Acetyl-1-methyl-2-oxo-2,3,4,5-tetrahydro-1H-benzo[b][1,4]diazepin-3-yl]-2-fluoro-2-methyl-N′-(2,2,3,3,3-pentafluoro-propyl)-malonamide). As a reaction SMILES: Cl.[C:2]([N:5]1[CH2:11][C@H:10]([NH2:12])[C:9](=[O:13])[N:8]([CH3:14])[C:7]2[CH:15]=[CH:16][CH:17]=[CH:18][C:6]1=2)(=[O:4])[CH3:3].[F:19][C:20]([CH3:35])([C:24]([NH:26][CH2:27][C:28]([F:34])([F:33])[C:29]([F:32])([F:31])[F:30])=[O:25])[C:21](O)=[O:22]>>[C:2]([N:5]1[CH2:11][C@H:10]([NH:12][C:21](=[O:22])[C:20]([F:19])([CH3:35])[C:24]([NH:26][CH2:27][C:28]([F:33])([F:34])[C:29]([F:30])([F:32])[F:31])=[O:25])[C:9](=[O:13])[N:8]([CH3:14])[C:7]2[CH:15]=[CH:16][CH:17]=[CH:18][C:6]1=2)(=[O:4])[CH3:3] |f:0.1|. Reported procedure: In an analogous manner to that described in Example 20 d), the condensation of (S)-5-acetyl-3-amino-1-methyl-1,3,4,5-tetrahydro-benzo[b][1,4]diazepin-2-one hydrochloride and 2-fluoro-2-methyl-N-(2,2,3,3,3-pentafluoro-propyl)-malonamic acid yielded the title compound as a white foam; Reactants: ClC1=C(C(=NC=N1)N)CC (6-chloro-5-ethyl-pyrimidin-4-ylamine), Cl.Cl.Cl.N1(CCC1)CCN1C(=NC(=C1)C1=CC(=C(C=C1)F)C)C1CCNCC1 (4-[1-(2-azetidin-1-yl-ethyl)-4-(4-fluoro-3-methyl-phenyl)-1H-imidazol-2-yl]-piperidine trihydrochloride), C(=O)([O-])[O-].[Cs+].[Cs+] (Cs2CO3). Run in CS(=O)C (DMSO). Run at temperature 120 celsius, time 48 hour. The product is N1(CCC1)CCN1C(=NC(=C1)C1=CC(=C(C=C1)F)C)C1CCN(CC1)C1=C(C(=NC=N1)N)CC (6-{4-[1-(2-Azetidin-1-yl-ethyl)-4-(4-fluoro-3-methyl-phenyl)-1H-imidazol-2-yl]-piperidin-1-yl}-5-ethyl-pyrimidin-4-ylamine). Reaction SMILES: Cl[C:2]1[N:7]=[CH:6][N:5]=[C:4]([NH2:8])[C:3]=1[CH2:9][CH3:10].Cl.Cl.Cl.[N:14]1([CH2:18][CH2:19][N:20]2[CH:24]=[C:23]([C:25]3[CH:30]=[CH:29][C:28]([F:31])=[C:27]([CH3:32])[CH:26]=3)[N:22]=[C:21]2[CH:33]2[CH2:38][CH2:37][NH:36][CH2:35][CH2:34]2)[CH2:17][CH2:16][CH2:15]1.C([O-])([O-])=O.[Cs+].[Cs+]>CS(C)=O>[N:14]1([CH2:18][CH2:19][N:20]2[CH:24]=[C:23]([C:25]3[CH:30]=[CH:29][C:28]([F:31])=[C:27]([CH3:32])[CH:26]=3)[N:22]=[C:21]2[CH:33]2[CH2:34][CH2:35][N:36]([C:2]3[N:7]=[CH:6][N:5]=[C:4]([NH2:8])[C:3]=3[CH2:9][CH3:10])[CH2:37][CH2:38]2)[CH2:15][CH2:16][CH2:17]1 |f:1.2.3.4,5.6.7|. Procedure details: The reaction mixture of 6-chloro-5-ethyl-pyrimidin-4-ylamine (30.0 mg; 0.19 mmol; 1.0 eq.), 4-[1-(2-azetidin-1-yl-ethyl)-4-(4-fluoro-3-methyl-phenyl)-1H-imidazol-2-yl]-piperidine trihydrochloride (86.0 mg; 0.19 mmol; 1.0 eq.), and Cs2CO3 (310.1 mg; 0.95 mmol; 5.0 eq.) in DMSO (1.5 ml) was stirred at 120° C. for 48 hr. The crude was purified by prep HPLC to afford the title compound. LC-MS (M+H=464, obsd=464). 1H NMR (400 MHz, DMSO-d6) δ 8.49-8.39 (m, 1H), 8.10-8.01 (m, 1H), 7.96 (s, 1H), 7.93-7.... Reactants: CN1C(C2(CCCC2)C(CC1)=O)=O (7-methyl-7-azaspiro [4.5] decane-6,10-dione), C1(=CC=C(C=C1)S(=O)(=O)O)C (p-toluenesulphonic acid), C(CO)O (ethylene glycol). Product: CN1C(C2(C3(OCCO3)CC1)CCCC2)=O (12-Methyl-1,4-dioxa-12-azadispiro [4.0.4.4] tetradecan-11-one). The yield is 56.0%. As a reaction SMILES: [CH3:1][N:2]1[CH2:11][CH2:10][C:9](=[O:12])[C:4]2([CH2:8][CH2:7][CH2:6][CH2:5]2)[C:3]1=[O:13].C1(C)C=CC(S(O)(=O)=O)=CC=1.[CH2:25](O)[CH2:26][OH:27]>>[CH3:1][N:2]1[CH2:11][CH2:10][C:9]2([O:27][CH2:26][CH2:25][O:12]2)[C:4]2([CH2:5][CH2:6][CH2:7][CH2:8]2)[C:3]1=[O:13]. Procedure details: A solution of 26 g of 7-methyl-7-azaspiro [4.5] decane-6,10-dione in 150 ml of ethylene glycol, containing 100 mg of p-toluenesulphonic acid, is distilled at atmospheric pressure until 110 ml of distillate has been collected. The distillation residue is then shaken with ether and dilute aqueous ammonia. The aqueous layer is extracted with chloroform and the combined organic solutions are dried and evaporated in vacuo. The residue is recrystallized from ether. Melting point 84 -85° C. Yield 56%. Starting materials: CN(C(=O)N=NC(=O)N(C)C)C (N,N,N′,N′-Tetra methyl azodicarboxamide), C(CCC)P(CCCC)CCCC (tri-n-butyl phosphine), C(C)N1C2=C(N(C(C(C1=O)(C)C)=O)C)C=C(C=C2)OCCCNS(=O)(=O)C2=C(C=CC=C2)[N+](=O)[O-] (N-[3-(1-ethyl-3,3,5-trimethyl-2,4-dioxo-2,3,4,5-tetrahydro-1H-benzo[b][1,4]diazepin-7-yloxy)propyl]-2-nitrobenzenesulfonamide), OCCN1C(C2=CC(=CC=C2C=C1)C)=O (2-(2-hydroxyethyl)-7-methyl-2H-isoquinolin-1-one). Run in C1CCOC1 (THF), ClCCl (dichloromethane), O (Water). Reaction conditions: time 8 hour. Yields the product C(C)N1C2=C(N(C(C(C1=O)(C)C)=O)C)C=C(C=C2)OCCCN(S(=O)(=O)C2=C(C=CC=C2)[N+](=O)[O-])CCN2C(C1=CC(=CC=C1C=C2)C)=O (N-(3-(1-ethyl-3,3,5-trimethyl-2,4-dioxo-2,3,4,5-tetrahydro-1H-benzo[b][1,4]diazepin-7-yloxy)propyl)-N-(2-(7-methyl-1-oxo-1H-isoquinolin-2-yl)ethyl)-2-nitrobenzenesulfonamide). Yield: 64.9%. Reaction SMILES: CN(C)C(N=NC(N(C)C)=O)=O.C(P(CCCC)CCCC)CCC.[CH2:26]([N:28]1[C:34](=[O:35])[C:33]([CH3:37])([CH3:36])[C:32](=[O:38])[N:31]([CH3:39])[C:30]2[CH:40]=[C:41]([O:44][CH2:45][CH2:46][CH2:47][NH:48][S:49]([C:52]3[CH:57]=[CH:56][CH:55]=[CH:54][C:53]=3[N+:58]([O-:60])=[O:59])(=[O:51])=[O:50])[CH:42]=[CH:43][C:29]1=2)[CH3:27].O[CH2:62][CH2:63][N:64]1[CH:73]=[CH:72][C:71]2[C:66](=[CH:67][C:68]([CH3:74])=[CH:69][CH:70]=2)[C:65]1=[O:75]>ClCCl.O.C1COCC1>[CH2:26]([N:28]1[C:34](=[O:35])[C:33]([CH3:37])([CH3:36])[C:32](=[O:38])[N:31]([CH3:39])[C:30]2[CH:40]=[C:41]([O:44][CH2:45][CH2:46][CH2:47][N:48]([CH2:62][CH2:63][N:64]3[CH:73]=[CH:72][C:71]4[C:66](=[CH:67][C:68]([CH3:74])=[CH:69][CH:70]=4)[C:65]3=[O:75])[S:49]([C:52]3[CH:57]=[CH:56][CH:55]=[CH:54][C:53]=3[N+:58]([O-:60])=[O:59])(=[O:51])=[O:50])[CH:42]=[CH:43][C:29]1=2)[CH3:27]. Procedure details: N,N,N′,N′-Tetra methyl azodicarboxamide (TMAD) (118 mg) and tri-n-butyl phosphine (0.17 ml) were added to a THF solution (5 ml) of N-[3-(1-ethyl-3,3,5-trimethyl-2,4-dioxo-2,3,4,5-tetrahydro-1H-benzo[b][1,4]diazepin-7-yloxy)propyl]-2-nitrobenzenesulfonamide (231 mg) and 2-(2-hydroxyethyl)-7-methyl-2H-isoquinolin-1-one (93 mg), and stirred at room temperature overnight. Water was added to the reaction mixture, and extraction with dichloromethane was performed. The organic layer was dried over anhy...